This data is from the Open Reaction Database (ORD), a public repository of structured organic reaction records. The task is: describe an organic reaction: reactants, conditions, products, and yield Starting materials: COC1=CC=C(C=C1)NC=1SC=C(N1)C=O (2-(p-anisidino)thiazole-4-carbaldehyde), N (ammonia), S1C(=S)N(C(=O)C1)CC(=O)O (rhodanine-3-acetic acid), [Cl-].[NH4+] (ammonium chloride). The solvent is C(C)O (ethanol). The product is COC1=CC=C(C=C1)NC=1SC=C(N1)C=C1C(N(C(S1)=S)CC(=O)O)=O (5-[2-(p-Anisidino)thiazol-4-ylmethylene]rhodanine-3-acetic acid). RXN SMILES: [CH3:1][O:2][C:3]1[CH:8]=[CH:7][C:6]([NH:9][C:10]2[S:11][CH:12]=[C:13]([CH:15]=O)[N:14]=2)=[CH:5][CH:4]=1.[S:17]1[CH2:23][C:21](=[O:22])[N:20]([CH2:24][C:25]([OH:27])=[O:26])[C:18]1=[S:19].[Cl-].[NH4+].N>C(O)C>[CH3:1][O:2][C:3]1[CH:4]=[CH:5][C:6]([NH:9][C:10]2[S:11][CH:12]=[C:13]([CH:15]=[C:23]3[S:17][C:18](=[S:19])[N:20]([CH2:24][C:25]([OH:27])=[O:26])[C:21]3=[O:22])[N:14]=2)=[CH:7][CH:8]=1 |f:2.3|. Procedure details: The reaction described in Example 1 was repeated, but using 1 g of 2-(p-anisidino)thiazole-4-carbaldehyde, 0.8 g of rhodanine-3-acetic acid 0.5 g of ammonium chloride, 0.5 ml of 28% v/v aqueous ammonia, and 10 ml of ethanol, giving the title compound as an orange powder. The reactants are COC(=O)C(N)Cc1ccc(NC(=O)c2c(Cl)cccc2Cl)cc1, CC(C)(C)c1ccccc1C(=O)O. Yields the product COC(=O)C(Cc1ccc(NC(=O)c2c(Cl)cccc2Cl)cc1)NC(=O)c1ccccc1C(C)(C)C. RXN SMILES: [CH3:1][O:2][C:3]([CH:4]([NH2:5])[CH2:6][c:7]1[cH:8][cH:9][c:10]([NH:13][C:14](=[O:15])[c:16]2[c:17]([Cl:23])[cH:18][cH:19][cH:20][c:21]2[Cl:22])[cH:11][cH:12]1)=[O:24].[CH3:25][C:26]([CH3:27])([CH3:28])[c:29]1[c:30]([C:31](=[O:32])[OH:33])[cH:34][cH:35][cH:36][cH:37]1>>[CH3:1][O:2][C:3]([CH:4]([NH:5][C:31]([c:30]1[c:29]([C:26]([CH3:25])([CH3:27])[CH3:28])[cH:37][cH:36][cH:35][cH:34]1)=[O:32])[CH2:6][c:7]1[cH:8][cH:9][c:10]([NH:13][C:14](=[O:15])[c:16]2[c:17]([Cl:23])[cH:18][cH:19][cH:20][c:21]2[Cl:22])[cH:11][cH:12]1)=[O:24]. Starting materials: [BH3-]C#N, CCOC(=O)C1C2CCC(C2)C1N, CO, CC(=O)O, CC(C)CC=O, [Na+]. Yields the product CCOC(=O)C1C2CCC(C2)C1NCC(C)C. RXN SMILES: [C:24]([BH3-:25])#[N:26].[CH2:11]([CH3:12])[O:13][C:14](=[O:15])[CH:16]1[CH:17]2[CH2:18][CH2:19][CH:20]([CH:21]1[NH2:22])[CH2:23]2.[CH3:28][OH:29].[CH3:7][C:8](=[O:9])[OH:10].[CH:1]([CH2:2][CH:3]([CH3:4])[CH3:5])=[O:6].[Na+:27]>>[CH2:2]([CH:3]([CH3:4])[CH3:5])[NH:22][CH:21]1[CH:16]([C:14]([O:13][CH2:11][CH3:12])=[O:15])[CH:17]2[CH2:18][CH2:19][CH:20]1[CH2:23]2. The reactants are C(#N)CC(=O)OCC (ethyl cyanoacetate), ClC(=CC=C(C)C)Cl (1,1-dichloro-4-methylpenta-1,3diene), O.[Cl-].[Li+] (lithium chloride monohydrate), cupric acetate monohydrate, C(C)(=O)[O-].[K+] (potassium acetate), ClCl (chlorine). Procedure: A mixture of ethyl cyanoacetate (12.44 parts), 1,1-dichloro-4-methylpenta-1,3diene (15.1 parts), lithium chloride monohydrate (6.26 parts), cupric acetate monohydrate, and in one case potassium acetate, as indicated in the table below, in acetonitrile (100 parts by volume), is heated and chlorine is added at a uniform rate, heating being continued for a further period. After cooling the reaction mixture the acetonitrile is removed by distillation under reduced pressure and the ethyl 1-cyano-3-(2... Product: C(#N)C1(C(C1C=C(Cl)Cl)(C)C)C(=O)OCC (ethyl 1-cyano-3-(2',2'-dichlorovinyl)-2,2-dimethylcyclopropane-1-carboxylate). Solvent: C(C)#N (acetonitrile), C(C)#N (acetonitrile). As a reaction SMILES: [C:1]([CH2:3][C:4]([O:6][CH2:7][CH3:8])=[O:5])#[N:2].[Cl:9][C:10]([Cl:16])=[CH:11][CH:12]=[C:13]([CH3:15])[CH3:14].O.[Cl-].[Li+].C([O-])(=O)C.[K+].ClCl>C(#N)C>[C:1]([C:3]1([C:4]([O:6][CH2:7][CH3:8])=[O:5])[CH:12]([CH:11]=[C:10]([Cl:16])[Cl:9])[C:13]1([CH3:15])[CH3:14])#[N:2] |f:2.3.4,5.6|. Starting materials: COc1ccccc1COCCCOc1ccc(C2CCN(C(=O)OC(C)(C)C)CC2OCc2ccc3c(c2)NCCC3)cc1, O=C([O-])O, CO, Cl, [Na+]. The product is COc1ccccc1COCCCOc1ccc(C2CCNCC2OCc2ccc3c(c2)NCCC3)cc1. As a reaction SMILES: [C:1]([O:2][C:3](=[O:4])[N:8]1[CH2:9][CH:10]([O:34][CH2:35][c:36]2[cH:37][cH:38][c:39]3[c:44]([cH:45]2)[NH:43][CH2:42][CH2:41][CH2:40]3)[CH:11]([c:14]2[cH:15][cH:16][c:17]([O:20][CH2:21][CH2:22][CH2:23][O:24][CH2:25][c:26]3[c:27]([O:32][CH3:33])[cH:28][cH:29][cH:30][cH:31]3)[cH:18][cH:19]2)[CH2:12][CH2:13]1)([CH3:5])([CH3:6])[CH3:7].[C:47](=[O:48])([O-:49])[OH:50].[CH3:52][OH:53].[ClH:46].[Na+:51]>>[NH:8]1[CH2:9][CH:10]([O:34][CH2:35][c:36]2[cH:37][cH:38][c:39]3[c:44]([cH:45]2)[NH:43][CH2:42][CH2:41][CH2:40]3)[CH:11]([c:14]2[cH:15][cH:16][c:17]([O:20][CH2:21][CH2:22][CH2:23][O:24][CH2:25][c:26]3[c:27]([O:32][CH3:33])[cH:28][cH:29][cH:30][cH:31]3)[cH:18][cH:19]2)[CH2:12][CH2:13]1. Starting materials: Cl.COC(=O)NC1=NC2=C(N1)C=CC(=C2)S(=O)(=O)Cl (2-[(Methoxycarbonyl) amino]-1H-benzimidazole-5-sulfonic acid chloride hydrochloride), Cl[Sn]Cl (SnCl2). Run in O (water). Run at temperature 50 celsius, time 30 minute. The product is COC(=O)NC1=NC2=C(N1)C=CC(=C2)S (2-[(Methoxycarbonyl)amino]-1H-benzimidazole-5-thiol). As a reaction SMILES: Cl.[CH3:2][O:3][C:4]([NH:6][C:7]1[NH:11][C:10]2[CH:12]=[CH:13][C:14]([S:16](Cl)(=O)=O)=[CH:15][C:9]=2[N:8]=1)=[O:5].Cl[Sn]Cl>O>[CH3:2][O:3][C:4]([NH:6][C:7]1[NH:11][C:10]2[CH:12]=[CH:13][C:14]([SH:16])=[CH:15][C:9]=2[N:8]=1)=[O:5] |f:0.1|. Reported procedure: 10.8 g. (0.033 moles) of 2-[(Methoxycarbonyl) amino]-1H-benzimidazole-5-sulfonic acid chloride hydrochloride are suspended in 35 ml. of water, 33 g. of SnCl2 are added and the mixture is stirred at 50° C. for 30 minutes. A clear solution is obtained and then the precipitation of a crystalline substance can be observed. The mixture is cooled to room temperature, filtered and the precipitate is washed with a small portion of ice water. 2-[(Methoxycarbonyl)amino]-1H-benzimidazole-5-thiol obtained i... Reactants: C(C)(C)N(C(C)C)CC (N,N-diisopropylethylamine), C=1C=CC2=C(C1)N=NN2O (HOBt), C(CCl)Cl (EDC), C(C1=CC=CC=C1)(=O)NN (benzoyl hydrazine), C(=O)(OC(C)(C)C)N[C@@H](CC1=CC=CC=C1)C(=O)O (N-Boc-L-phenylalanine). Run in CN(C)C=O (DMF). Run at time 8 hour. Yields the product C(C)(C)(C)OC(N[C@H](C(=O)NNC(C1=CC=CC=C1)=O)CC1=CC=CC=C1)=O (tert.-butyl-[(2S)-1-(2-benzoylhydrazino)-1-oxo-3-phenylpropan-2-yl]carbamate). RXN SMILES: [C:1]([NH:8][C@H:9]([C:17]([OH:19])=O)[CH2:10][C:11]1[CH:16]=[CH:15][CH:14]=[CH:13][CH:12]=1)([O:3][C:4]([CH3:7])([CH3:6])[CH3:5])=[O:2].C(N(CC)C(C)C)(C)C.C1C=CC2N(O)N=NC=2C=1.C(Cl)CCl.[C:43]([NH:51][NH2:52])(=[O:50])[C:44]1[CH:49]=[CH:48][CH:47]=[CH:46][CH:45]=1>CN(C=O)C>[C:4]([O:3][C:1](=[O:2])[NH:8][C@@H:9]([CH2:10][C:11]1[CH:12]=[CH:13][CH:14]=[CH:15][CH:16]=1)[C:17]([NH:52][NH:51][C:43](=[O:50])[C:44]1[CH:49]=[CH:48][CH:47]=[CH:46][CH:45]=1)=[O:19])([CH3:5])([CH3:6])[CH3:7]. Reported procedure: 200 mg (754 μmol) of N-Boc-L-phenylalanine were dissolved in 8 ml of DMF mixed with 131 μl (754 μmol) of N,N-diisopropylethylamine, 346 mg (2261 μmol) of HOBt, 434 mg (2261 μmol) of EDC, and 411 mg (3015 μmol) of benzoyl hydrazine. The reaction composition was stirred at RT overnight, then evaporated, and the residue purified over preparative HPLC. The yield was 313 mg (95% purity, 100% o. th.) of the title compound.